This data is from the Open Reaction Database (ORD), a public repository of structured organic reaction records. The task is: describe an organic reaction: reactants, conditions, products, and yield Product: C(C1=CC=CC=C1)C1=C(C=NO1)C(=O)N1CC(CC1)C=1C=NC=CC1 (3-{1-[(5-benzylisoxazol-4-yl)carbonyl]pyrrolidin-3-yl}pyridine). The reactants are C(C1=CC=CC=C1)C1=C(C=NO1)C(=O)O (5-benzylisoxazole-4-carboxylic acid), CN(C)C(=[N+](C)C)ON1C2=C(C=CC=C2)N=N1.[B-](F)(F)(F)F (TBTU), C(C)N(C(C)C)C(C)C (N-ethyl-N-isopropylpropan-2-amine), N1CC(CC1)C=1C=NC=CC1 (3-pyrrolidin-3-yl-pyridine). Isolated yield 18.0%. Run in CN(C)C=O (DMF). Procedure: A solution of 5-benzylisoxazole-4-carboxylic acid (10 mg, 0.05 mmol), TBTU (19 mg, 0.06 mmol, 1,2 equ.) and N-ethyl-N-isopropylpropan-2-amine (17 μL, 0.10 mmol, 2 equ) in DMF (0.3 mL) was added to 3-pyrrolidin-3-yl-pyridine (7 mg, 0.05 mmol) and the reaction mixture was left at rt for 2 h. The solvent was evaporated and the crude product was purified by RP-HPLC. After evaporation of the solvents from the pure fractions, the residue was dissolved in chloroform and washed with diluted NaOH to prov... Reaction SMILES: [CH2:1]([C:8]1[O:12][N:11]=[CH:10][C:9]=1[C:13]([OH:15])=O)[C:2]1[CH:7]=[CH:6][CH:5]=[CH:4][CH:3]=1.CN(C(ON1N=NC2C=CC=CC1=2)=[N+](C)C)C.[B-](F)(F)(F)F.C(N(C(C)C)C(C)C)C.[NH:47]1[CH2:51][CH2:50][CH:49]([C:52]2[CH:53]=[N:54][CH:55]=[CH:56][CH:57]=2)[CH2:48]1>CN(C=O)C>[CH2:1]([C:8]1[O:12][N:11]=[CH:10][C:9]=1[C:13]([N:47]1[CH2:51][CH2:50][CH:49]([C:52]2[CH:53]=[N:54][CH:55]=[CH:56][CH:57]=2)[CH2:48]1)=[O:15])[C:2]1[CH:3]=[CH:4][CH:5]=[CH:6][CH:7]=1 |f:1.2|. Conditions: time 2 hour. The reactants are C1(=CC=CC=C1)C1(C=CC2=C(NN=C2C1)C(=O)OCC)C1=CC=CC=C1 (ethyl 6,6-diphenyl-6,7-dihydro-2H-indazole-3-carboxylate), [H-].[Na+] (sodium hydride), FC1=CC=C(C=C1)[N+](=O)[O-] (1-fluoro-4-nitrobenzene), O (water), FC1=CC=C(C=C1)[N+](=O)[O-] (1-fluoro-4-nitrobenzene). Run in CN(C=O)C (dimethylformamide), CN(C=O)C (dimethylformamide). Reaction conditions: temperature 80 celsius, time 2 hour. Yields the product [N+](=O)([O-])C1=CC=C(C=C1)N1NC(=C2C=CC(C=C12)(C1=CC=CC=C1)C1=CC=CC=C1)C(=O)OCC (ethyl 1-(4-nitrophenyl)-6,6-diphenyl-1H-indazole-3-carboxylate). Reaction SMILES: [C:1]1([C:7]2([C:21]3[CH:26]=[CH:25][CH:24]=[CH:23][CH:22]=3)[CH2:15][C:14]3[C:10](=[C:11]([C:16]([O:18][CH2:19][CH3:20])=[O:17])[NH:12][N:13]=3)[CH:9]=[CH:8]2)[CH:6]=[CH:5][CH:4]=[CH:3][CH:2]=1.[H-].[Na+].F[C:30]1[CH:35]=[CH:34][C:33]([N+:36]([O-:38])=[O:37])=[CH:32][CH:31]=1.O>CN(C)C=O>[N+:36]([C:33]1[CH:34]=[CH:35][C:30]([N:13]2[C:14]3[C:10]([CH:9]=[CH:8][C:7]([C:1]4[CH:2]=[CH:3][CH:4]=[CH:5][CH:6]=4)([C:21]4[CH:26]=[CH:25][CH:24]=[CH:23][CH:22]=4)[CH:15]=3)=[C:11]([C:16]([O:18][CH2:19][CH3:20])=[O:17])[NH:12]2)=[CH:31][CH:32]=1)([O-:38])=[O:37] |f:1.2|. Procedure: A solution of 1 g of ethyl 6,6-diphenyl-6,7-dihydro-2H-indazole-3-carboxylate in 5 cm3 of dimethylformamide is added dropwise to a suspension of 0.151 g of sodium hydride (at 60% in oil) in 4 cm3 of dimethylformamide. After stirring the mixture for one and a half hours in the region of 20° C., 0.46 cm3 of 1-fluoro-4-nitrobenzene is added and the reaction mixture is stirred in the region of 80° C. for about two hours. A further 0.26 cm3 of 1-fluoro-4-nitrobenzene is added to the mixture, cooled t... Starting materials: Cl.FC1=C(C=C(C=C1)F)[C@@H]1NC[C@H](C1)F ((2R,4S)-2-(2,5-difluorophenyl)-4-fluoropyrrolidine hydrochloride), BrC1=CC=2N(C=C1)N=CC2C(=O)OCC (Ethyl 5-bromopyrazolo[1,5-a]pyridine-3-carboxylate). The product is FC1=C(C=C(C=C1)F)[C@@H]1N(C[C@H](C1)F)C1=CC=2N(C=C1)N=CC2C(=O)OCC (Ethyl 5-((2R,4S)-2-(2,5-difluorophenyl)-4-fluoropyrrolidin-1-yl)pyrazolo[1,5-a]pyridine-3-carboxylate). Reaction SMILES: Cl.[F:2][C:3]1[CH:8]=[CH:7][C:6]([F:9])=[CH:5][C:4]=1[C@H:10]1[CH2:14][C@H:13]([F:15])[CH2:12][NH:11]1.Br[C:17]1[CH:22]=[CH:21][N:20]2[N:23]=[CH:24][C:25]([C:26]([O:28][CH2:29][CH3:30])=[O:27])=[C:19]2[CH:18]=1>>[F:2][C:3]1[CH:8]=[CH:7][C:6]([F:9])=[CH:5][C:4]=1[C@H:10]1[CH2:14][C@H:13]([F:15])[CH2:12][N:11]1[C:17]1[CH:22]=[CH:21][N:20]2[N:23]=[CH:24][C:25]([C:26]([O:28][CH2:29][CH3:30])=[O:27])=[C:19]2[CH:18]=1 |f:0.1|. Procedure: The title compound (Int-67) was prepared by the method similar to that for Int-84 using (2R,4S)-2-(2,5-difluorophenyl)-4-fluoropyrrolidine hydrochloride (Int-47) and Ethyl 5-bromopyrazolo[1,5-a]pyridine-3-carboxylate to afford as yellow solid. LCMS (ESI): m/z 390.8 (M+H). Starting materials: [BH4-], O=C(Cl)c1ccccc1, CO, NC(CO)Cc1ccccc1, [Na+], C1CCOC1, O=S(=O)(O)O. Product: O=C(NC(CO)Cc1ccccc1)c1ccccc1. As a reaction SMILES: [BH4-:12].[C:19]([c:20]1[cH:21][cH:22][cH:23][cH:24][cH:25]1)(=[O:26])[Cl:27].[CH3:28][OH:29].[NH2:1][CH:2]([CH2:3][c:4]1[cH:5][cH:6][cH:7][cH:8][cH:9]1)[CH2:10][OH:11].[Na+:13].[O:30]1[CH2:31][CH2:32][CH2:33][CH2:34]1.[S:14](=[O:15])(=[O:16])([OH:17])[OH:18]>>[NH:1]([CH:2]([CH2:3][c:4]1[cH:5][cH:6][cH:7][cH:8][cH:9]1)[CH2:10][OH:11])[C:19]([c:20]1[cH:21][cH:22][cH:23][cH:24][cH:25]1)=[O:26].